This data is from the Open Reaction Database (ORD), a public repository of structured organic reaction records. The task is: describe an organic reaction: reactants, conditions, products, and yield Starting materials: CCOC(=O)CP(=O)(OCC)OCC, [H-], [Na+], O=C1CCOCC1, C1CCOC1. Yields the product CCOC(=O)C=C1CCOCC1. As a reaction SMILES: [CH3:1][CH2:2][O:3][C:4](=[O:5])[CH2:6][P:7]([O:8][CH2:9][CH3:10])([O:11][CH2:12][CH3:13])=[O:14].[H-:15].[Na+:16].[O:17]1[CH2:18][CH2:19][C:20](=[O:23])[CH2:21][CH2:22]1.[O:24]1[CH2:25][CH2:26][CH2:27][CH2:28]1>>[CH3:1][CH2:2][O:3][C:4](=[O:5])[CH:6]=[C:20]1[CH2:19][CH2:18][O:17][CH2:22][CH2:21]1. Reactants: ClCCCOC1=CC=C(C=C1)[N+](=O)[O-] (1-(3-chloropropoxy)-4-nitrobenzene), C(C)NCCCCCCC (N-ethylheptanamine). The product is Cl.C(C)N(CCCOC1=CC=C(C=C1)[N+](=O)[O-])CCCCCCC (N-Ethyl-N-heptyl-3-(4-nitrophenoxy)propanamine hydrochloride). Reaction SMILES: [Cl:1][CH2:2][CH2:3][CH2:4][O:5][C:6]1[CH:11]=[CH:10][C:9]([N+:12]([O-:14])=[O:13])=[CH:8][CH:7]=1.[CH2:15]([NH:17][CH2:18][CH2:19][CH2:20][CH2:21][CH2:22][CH2:23][CH3:24])[CH3:16]>>[ClH:1].[CH2:15]([N:17]([CH2:18][CH2:19][CH2:20][CH2:21][CH2:22][CH2:23][CH3:24])[CH2:2][CH2:3][CH2:4][O:5][C:6]1[CH:11]=[CH:10][C:9]([N+:12]([O-:14])=[O:13])=[CH:8][CH:7]=1)[CH3:16] |f:2.3|. Procedure details: In a manner similar to Preparation 41 react 1-(3-chloropropoxy)-4-nitrobenzene with N-ethylheptanamine to obtain the title compound. Starting materials: [H-].[Na+] (Sodium hydride), C1(CC1)CO (cyclopropanemethanol), COC(=O)C1=NC(=C(C=C1)N1S(CCC1)(=O)=O)Cl (6-Chloro-5-(1,1-dioxido-isothiazolidin-2-yl)-pyridine-2-carboxylic acid methyl ester). Run at time 30 minute. The product is C1(CC1)COC1=C(C=CC(=N1)C(=O)O)N1S(CCC1)(=O)=O (6-Cyclopropylmethoxy-5-(1,1-dioxido-isothiazolidin-2-yl)-pyridine-2-carboxylic acid). The yield is 46.0%. RXN SMILES: [H-].[Na+].C[O:4][C:5]([C:7]1[CH:12]=[CH:11][C:10]([N:13]2[CH2:17][CH2:16][CH2:15][S:14]2(=[O:19])=[O:18])=[C:9](Cl)[N:8]=1)=[O:6].[CH:21]1([CH2:24][OH:25])[CH2:23][CH2:22]1>>[CH:21]1([CH2:24][O:25][C:9]2[N:8]=[C:7]([C:5]([OH:4])=[O:6])[CH:12]=[CH:11][C:10]=2[N:13]2[CH2:17][CH2:16][CH2:15][S:14]2(=[O:19])=[O:18])[CH2:23][CH2:22]1 |f:0.1|. Reported procedure: Sodium hydride (0.029 g, 0.86 mmol) was added in portions to a solution of cyclopropanemethanol (CAN 2516-33-8, 20 mL) and the reaction mixture was stirred for 30 min at room temperature. 6-Chloro-5-(1,1-dioxido-isothiazolidin-2-yl)-pyridine-2-carboxylic acid methyl ester (0.050 g, 0.17 mmol) was added and the mixture was heated to 100° C. overnight, quenched with water and concentrated under reduced pressure. The residue was dissolved in water, extracted with ethyl acetate (50 mL). The pH of th...